From a dataset of the Open Reaction Database (ORD), a public repository of structured organic reaction records. describe an organic reaction: reactants, conditions, products, and yield The reactants are NC=1N=C(N(N1)C1=C(C=C(C=C1)F)F)C1=CC=2CCOC3=C(C2S1)C=CC(=C3)C(=O)O (2-[5-Amino-2-(2,4-difluoro-phenyl)-2H-[1,2,4]triazol-3-yl]-4,5-dihydro-6-oxa-1-thia-benzo[e]azulene-8-carboxylic acid), Cl.NC1COC1 (3-aminooxetane hydrochloride). Product: O1CC(C1)NC(=O)C1=CC2=C(C=3SC(=CC3CCO2)C=2N(N=C(N2)N)C2=C(C=C(C=C2)F)F)C=C1 (2-[5-Amino-2-(2,4-difluoro-phenyl)-2H-[1,2,4]triazol-3-yl]-4,5-dihydro-6-oxa-1-thia-benzo[e]azulene-8-carboxylic acid oxetan-3-ylamide). As a reaction SMILES: [NH2:1][C:2]1[N:3]=[C:4]([C:15]2[S:24][C:23]3[C:22]4[CH:25]=[CH:26][C:27]([C:29](O)=[O:30])=[CH:28][C:21]=4[O:20][CH2:19][CH2:18][C:17]=3[CH:16]=2)[N:5]([C:7]2[CH:12]=[CH:11][C:10]([F:13])=[CH:9][C:8]=2[F:14])[N:6]=1.Cl.[NH2:33][CH:34]1[CH2:37][O:36][CH2:35]1>>[O:36]1[CH2:37][CH:34]([NH:33][C:29]([C:27]2[CH:26]=[CH:25][C:22]3[C:23]4[S:24][C:15]([C:4]5[N:5]([C:7]6[CH:12]=[CH:11][C:10]([F:13])=[CH:9][C:8]=6[F:14])[N:6]=[C:2]([NH2:1])[N:3]=5)=[CH:16][C:17]=4[CH2:18][CH2:19][O:20][C:21]=3[CH:28]=2)=[O:30])[CH2:35]1 |f:1.2|. Procedure: Similarly to as described in General Procedure D, 2-[5-Amino-2-(2,4-difluoro-phenyl)-2H-[1,2,4]triazol-3-yl]-4,5-dihydro-6-oxa-1-thia-benzo[e]azulene-8-carboxylic acid was reacted with 3-aminooxetane hydrochloride to give 297 as a colorless solid after reverse phase HPLC (146 mg). LCMS: 496.1 Starting materials: CCO, Cl, N#CN, Nc1cccc(C(=O)O)c1. The product is Cl, N=C(N)Nc1cccc(C(=O)O)c1. As a reaction SMILES: [CH3:15][CH2:16][OH:17].[ClH:11].[NH2:12][C:13]#[N:14].[NH2:1][c:2]1[cH:3][cH:4][cH:5][c:6]([C:8]([OH:9])=[O:10])[cH:7]1>>[ClH:11].[NH:1]([c:2]1[cH:3][cH:4][cH:5][c:6]([C:8]([OH:9])=[O:10])[cH:7]1)[C:13](=[NH:12])[NH2:14]. Starting materials: CC(C)N(CCC(c1ccccc1)c1cc(CCOc2cccc(CCN(C(=O)[O-])C(C)(C)C)c2)ccc1OCc1ccccc1)C(C)C, ClCCl, Cl. Yields the product CC(C)N(CCC(c1ccccc1)c1cc(CCOc2cccc(CCN)c2)ccc1OCc1ccccc1)C(C)C. As a reaction SMILES: [C:1]([N:5]([C:2](=[O:3])[O-:4])[CH2:9][CH2:10][c:11]1[cH:12][c:13]([O:17][CH2:18][CH2:19][c:20]2[cH:21][c:22]([CH:34]([CH2:35][CH2:36][N:37]([CH:38]([CH3:39])[CH3:40])[CH:41]([CH3:42])[CH3:43])[c:44]3[cH:45][cH:46][cH:47][cH:48][cH:49]3)[c:23]([O:26][CH2:27][c:28]3[cH:29][cH:30][cH:31][cH:32][cH:33]3)[cH:24][cH:25]2)[cH:14][cH:15][cH:16]1)([CH3:6])([CH3:7])[CH3:8].[Cl:51][CH2:52][Cl:53].[ClH:50]>>[NH2:5][CH2:9][CH2:10][c:11]1[cH:12][c:13]([O:17][CH2:18][CH2:19][c:20]2[cH:21][c:22]([CH:34]([CH2:35][CH2:36][N:37]([CH:38]([CH3:39])[CH3:40])[CH:41]([CH3:42])[CH3:43])[c:44]3[cH:45][cH:46][cH:47][cH:48][cH:49]3)[c:23]([O:26][CH2:27][c:28]3[cH:29][cH:30][cH:31][cH:32][cH:33]3)[cH:24][cH:25]2)[cH:14][cH:15][cH:16]1. The reactants are [H-].[H-].[H-].[H-].[Li+].[Al+3] (LAH), CCOC(=O)C (EtOAc), O (water), C(C1=CC=CC=C1)N1CC(C(C1)C)C#N (1-benzyl-4-methylpyrrolidine-3-carbonitrile). The solvent is C1CCOC1 (THF). Run at temperature 25 celsius, time 4 hour. Yields the product C(C1=CC=CC=C1)N1CC(C(C1)C)CN ((1-benzyl-4-methylpyrrolidin-3-yl)methanamine). Isolated yield 97.9%. As a reaction SMILES: [H-].[H-].[H-].[H-].[Li+].[Al+3].[CH2:7]([N:14]1[CH2:18][CH:17]([CH3:19])[CH:16]([C:20]#[N:21])[CH2:15]1)[C:8]1[CH:13]=[CH:12][CH:11]=[CH:10][CH:9]=1.CCOC(C)=O.O>C1COCC1>[CH2:7]([N:14]1[CH2:18][CH:17]([CH3:19])[CH:16]([CH2:20][NH2:21])[CH2:15]1)[C:8]1[CH:13]=[CH:12][CH:11]=[CH:10][CH:9]=1 |f:0.1.2.3.4.5|. Procedure: To a mixture of LAH (0.019 g, 0.499 mmol) in THF (5 mL) was added 1-benzyl-4-methylpyrrolidine-3-carbonitrile (0.050 g, 0.250 mmol, Tyger) at about 0° C., then the resulting mixture was stirred at about 25° C. for about 4 h. EtOAc (2 mL) and water (3 mL) were added and the precipitate formed was filtered off. The filtrate was concentrated to give (1-benzyl-4-methylpyrrolidin-3-yl)methanamine (0.05 g, 39%): LCMS (Table 2, Method 1) Rt=0.22 min.; MS m/z: 205 (M+H)+. Reactants: BrC1(C2=CC=CC=C2C=2C=CC=CC12)C1=CC=CC=C1 (9-bromo-9-phenylfluorene), [C@@H]1(C[C@H](O)[C@@H](CO)O1)N1C(=O)NC(=O)C(C)=C1 (thymidine). Run in N1=CC=CC=C1 (pyridine). Conditions: temperature 100 celsius, time 8 hour. Product: C1(=CC=CC=C1)C1(C2=CC=CC=C2C=2C=CC=CC12)OC[C@@H]1[C@H](C[C@@H](O1)N1C(=O)NC(=O)C(C)=C1)O (5'-O-(9-Phenylfluoren-9-yl)thymidine). Isolated yield 40.2%. RXN SMILES: Br[C:2]1([C:15]2[CH:20]=[CH:19][CH:18]=[CH:17][CH:16]=2)[C:14]2[CH:13]=[CH:12][CH:11]=[CH:10][C:9]=2[C:8]2[C:3]1=[CH:4][CH:5]=[CH:6][CH:7]=2.[C@@H:21]1([N:29]2[CH:37]=[C:35]([CH3:36])[C:33](=[O:34])[NH:32][C:30]2=[O:31])[O:28][C@H:25]([CH2:26][OH:27])[C@@H:23]([OH:24])[CH2:22]1>N1C=CC=CC=1>[C:15]1([C:2]2([O:27][CH2:26][C@H:25]3[O:28][C@@H:21]([N:29]4[CH:37]=[C:35]([CH3:36])[C:33](=[O:34])[NH:32][C:30]4=[O:31])[CH2:22][C@@H:23]3[OH:24])[C:14]3[CH:13]=[CH:12][CH:11]=[CH:10][C:9]=3[C:8]3[C:3]2=[CH:4][CH:5]=[CH:6][CH:7]=3)[CH:16]=[CH:17][CH:18]=[CH:19][CH:20]=1. Reported procedure: 770 mg (2.4 mmol) of 9-bromo-9-phenylfluorene were added to a solution of 242 mg (1 mmol) of thymidine in 10 ml of pyridine, and the resulting mixture was stirred at 100° C. for 8 hours. At the end of this time, the reaction mixture was concentrated by evaporation under reduced pressure, and the concentrate was dissolved in 100 ml of methylene chloride. The solution was washed with 100 ml of a 5% w/v aqueous solution of sodium hydrogencarbonate and dried over anhydrous sodium sulfate. The solven... The reactants are COC(C)(C)C, ClCCl, O=S(=O)(OS(=O)(=O)C(F)(F)F)C(F)(F)F, COC(=O)c1c(O)ccc2ccccc12, c1ccncc1. Yields the product COC(=O)c1c(OS(=O)(=O)C(F)(F)F)ccc2ccccc12. RXN SMILES: [CH3:37][O:38][C:39]([CH3:40])([CH3:41])[CH3:42].[Cl:43][CH2:44][Cl:45].[F:1][C:2]([F:3])([F:4])[S:5](=[O:6])(=[O:7])[O:8][S:9]([C:10]([F:11])([F:12])[F:13])(=[O:14])=[O:15].[OH:16][c:17]1[c:18]([C:27](=[O:28])[O:29][CH3:30])[c:19]2[cH:20][cH:21][cH:22][cH:23][c:24]2[cH:25][cH:26]1.[cH:31]1[cH:32][cH:33][n:34][cH:35][cH:36]1>>[F:1][C:2]([F:3])([F:4])[S:5](=[O:6])(=[O:7])[O:8][c:17]1[c:18]([C:27](=[O:28])[O:29][CH3:30])[c:19]2[cH:20][cH:21][cH:22][cH:23][c:24]2[cH:25][cH:26]1. Reactants: S1C(=CC=C1)C(=O)C=1N(C=CC1)N1C(C2=CC=CC=C2C1=O)=O (2-[2-(2-thienylcarbonyl)-1H-pyrrol-1-yl]-1H-isoindole-1,3(2H)dione), CN (methylamine). Run in O (water), CN(C=O)C (dimethylformamide). Run at time 1.5 hour. The product is NN1C(=CC=C1)C(=O)C=1SC=CC1 ((1-Amino-1H-pyrrol-2-yl)-2-thienylmethanone). Isolated yield 64.8%. RXN SMILES: [S:1]1[CH:5]=[CH:4][CH:3]=[C:2]1[C:6]([C:8]1[N:9]([N:13]2C(=O)C3C(=CC=CC=3)C2=O)[CH:10]=[CH:11][CH:12]=1)=[O:7].CN>CN(C)C=O.O>[NH2:13][N:9]1[CH:10]=[CH:11][CH:12]=[C:8]1[C:6]([C:2]1[S:1][CH:5]=[CH:4][CH:3]=1)=[O:7]. Procedure: To a solution of 2-[2-(2-thienylcarbonyl)-1H-pyrrol-1-yl]-1H-isoindole-1,3(2H)dione (15.43 g) in 50 ml of dimethylformamide was added 50 ml of 40% methylamine. The reaction mixture was stirred for 1.5 hours at room temperature, diluted with water and extracted with DCM. The combined organic layers were washed with water, dried over magnesium sulfate and evaporated in vacuo. The residual oil was recrystallized from ethyl ether/hexane to afford the product (5.96 g), m.p. 81°-82° C. The reactants are C(=O)(OC(C)(C)C)N[C@H](CCCNC(=O)OCC1=CC=CC=C1)C(=O)N[C@H](C)C1=CC=C(C=C1)OCC1=CC=CC=C1 ((R)-N2 -(Boc)-N5 -(Cbz)-(R)-N-[1-(4-Benzyloxyphenyl)ethyl]ornithine amide), Cl.CCOC(=O)C (HCl EtOAc). The solvent is CCOC(=O)C (EtOAc). Product: Cl.C(=O)(OCC1=CC=CC=C1)NCCC[C@@H](N)C(=O)N[C@H](C)C1=CC=C(C=C1)OCC1=CC=CC=C1 ((R)-N5 -(Cbz)-(R)-N-[1-(4-Benzyloxyphenyl)ethyl]ornithine amide hydrochloride). The yield is 75.0%. RXN SMILES: C([NH:8][C@@H:9]([C:24]([NH:26][C@@H:27]([C:29]1[CH:34]=[CH:33][C:32]([O:35][CH2:36][C:37]2[CH:42]=[CH:41][CH:40]=[CH:39][CH:38]=2)=[CH:31][CH:30]=1)[CH3:28])=[O:25])[CH2:10][CH2:11][CH2:12][NH:13][C:14]([O:16][CH2:17][C:18]1[CH:23]=[CH:22][CH:21]=[CH:20][CH:19]=1)=[O:15])(OC(C)(C)C)=O.[ClH:43].CCOC(C)=O>CCOC(C)=O>[ClH:43].[C:14]([NH:13][CH2:12][CH2:11][CH2:10][C@H:9]([C:24]([NH:26][C@@H:27]([C:29]1[CH:34]=[CH:33][C:32]([O:35][CH2:36][C:37]2[CH:38]=[CH:39][CH:40]=[CH:41][CH:42]=2)=[CH:31][CH:30]=1)[CH3:28])=[O:25])[NH2:8])([O:16][CH2:17][C:18]1[CH:19]=[CH:20][CH:21]=[CH:22][CH:23]=1)=[O:15] |f:1.2,4.5|. Procedure: Prepared according to the method described in Example 1(b) above from crude (R)-N2 -(Boc)-N5 -(Cbz)-(R)-N-[1-(4-benzyloxyphenyl)ethyl]-ornithine amide (6.37 mmol; from step (a) above), EtOAc (200 mL) and HCl/EtOAc (75 mL), 3 hours reaction time. The resultant heterogeneous solution was concentrated to 100 mL, slurried with Et2O and the solids collected and dried to afford the sub-title compound as a white solid (2.5 g; 75%).